From a dataset of the Open Reaction Database (ORD), a public repository of structured organic reaction records. describe an organic reaction: reactants, conditions, products, and yield Starting materials: NC=1C=C(C=CC1)C1=C(C=C(C=C1)\C=C(\C(=O)OC)/OC)OCCCC (methyl (Z)-3-(3′-amino-2-butoxybiphenyl-4-yl)-2-methoxyacrylate), C(CCCCCC)N=C=O (heptyl isocyanate). Procedure: 376 mg (1.1 mmol) of methyl (Z)-3-(3′-amino-2-butoxybiphenyl-4-yl)-2-methoxyacrylate and 0.3 mL (2.2 mmol) of heptyl isocyanate are heated at 100° C. by microwave in an Emrys Optimizer machine for 20 minutes. The residue obtained is taken up in ether and then filtered by suction. 431 mg (79%) of methyl (Z)-3-[2-butoxy-3′-(3-heptylureido)biphenyl-4-yl]-2-methoxyacrylate are obtained in the form of a white powder. RXN SMILES: [NH2:1][C:2]1[CH:3]=[C:4]([C:8]2[CH:13]=[CH:12][C:11](/[CH:14]=[C:15](\[O:20][CH3:21])/[C:16]([O:18][CH3:19])=[O:17])=[CH:10][C:9]=2[O:22][CH2:23][CH2:24][CH2:25][CH3:26])[CH:5]=[CH:6][CH:7]=1.[CH2:27]([N:34]=[C:35]=[O:36])[CH2:28][CH2:29][CH2:30][CH2:31][CH2:32][CH3:33]>CCOCC>[CH2:23]([O:22][C:9]1[CH:10]=[C:11](/[CH:14]=[C:15](\[O:20][CH3:21])/[C:16]([O:18][CH3:19])=[O:17])[CH:12]=[CH:13][C:8]=1[C:4]1[CH:5]=[CH:6][CH:7]=[C:2]([NH:1][C:35]([NH:34][CH2:27][CH2:28][CH2:29][CH2:30][CH2:31][CH2:32][CH3:33])=[O:36])[CH:3]=1)[CH2:24][CH2:25][CH3:26]. Run in CCOCC (ether). The product is C(CCC)OC1=C(C=CC(=C1)\C=C(\C(=O)OC)/OC)C1=CC(=CC=C1)NC(=O)NCCCCCCC (methyl (Z)-3-[2-butoxy-3′-(3-heptylureido)biphenyl-4-yl]-2-methoxyacrylate). Yield: 78.9%. The reactants are FC(C=1C=C(C=C(C1)C(F)(F)F)C(C(=O)N(C)C=1C=NC(=CC1C1=C(C=CC=C1)Cl)NCC(C)O)(C)C)(F)F ((RS)-2-(3,5-bis-trifluoromethyl-phenyl)-N-[4-(2-chloro-phenyl)-6-(2-hydroxy-propylamino)-pyridin-3-yl]-N-methyl-isobutyramide), C(C(=O)Cl)(=O)Cl (oxalyl chloride), CS(=O)C (dimethyl sulfoxide), C(C)N(C(C)C)C(C)C (ethyldiisopropylamine). The solvent is ClCCl (dichloromethane), ClCCl (dichloromethane), ClCCl (dichloromethane), ClCCl (dichloromethane). Reaction conditions: time 1 hour. The product is FC(C=1C=C(C=C(C1)C(F)(F)F)C(C(=O)N(C)C=1C=NC(=CC1C1=C(C=CC=C1)Cl)NCC(C)=O)(C)C)(F)F (2-(3,5-Bis-trifluoromethyl-phenyl)-N-[4-(2-chloro-phenyl)-6-(2-oxo-propylamino)-pyridin-3-yl]-N-methyl-isobutyramide). The yield is 84.5%. RXN SMILES: C(Cl)(=O)C(Cl)=O.CS(C)=O.[F:11][C:12]([F:49])([F:48])[C:13]1[CH:14]=[C:15]([C:23]([CH3:47])([CH3:46])[C:24]([N:26]([C:28]2[CH:29]=[N:30][C:31]([NH:41][CH2:42][CH:43]([OH:45])[CH3:44])=[CH:32][C:33]=2[C:34]2[CH:39]=[CH:38][CH:37]=[CH:36][C:35]=2[Cl:40])[CH3:27])=[O:25])[CH:16]=[C:17]([C:19]([F:22])([F:21])[F:20])[CH:18]=1.C(N(C(C)C)C(C)C)C>ClCCl>[F:49][C:12]([F:11])([F:48])[C:13]1[CH:14]=[C:15]([C:23]([CH3:46])([CH3:47])[C:24]([N:26]([C:28]2[CH:29]=[N:30][C:31]([NH:41][CH2:42][C:43](=[O:45])[CH3:44])=[CH:32][C:33]=2[C:34]2[CH:39]=[CH:38][CH:37]=[CH:36][C:35]=2[Cl:40])[CH3:27])=[O:25])[CH:16]=[C:17]([C:19]([F:22])([F:21])[F:20])[CH:18]=1. Procedure details: To a solution of 457 mg (3.60 mmol) oxalyl chloride in 17 ml dichloromethane was added dropwise during 5 minutes at −75° C. a solution of 562 mg (7.20 mmol) dimethyl sulfoxide in 5 ml dichloromethane. After stirring for 5 minutes a solution of 1.72 g (3.00 mmol) (RS)-2-(3,5-bis-trifluoromethyl-phenyl)-N-[4-(2-chloro-phenyl)-6-(2-hydroxy-propylamino)-pyridin-3-yl]-N-methyl-isobutyramide in 5 ml dichloromethane was added dropwise at −65° C. Stirring was continued at −70° C. for 1 h, followed by ad... Reaction SMILES: [CH3:17][CH2:18][OH:19].[N+:1]([O-:2])(=[O:3])[c:4]1[cH:5][c:6]([O:15][CH3:16])[c:7](-[c:10]2[cH:11][n:12][cH:13][o:14]2)[cH:8][cH:9]1>>[NH2:1][c:4]1[cH:5][c:6]([O:15][CH3:16])[c:7](-[c:10]2[cH:11][n:12][cH:13][o:14]2)[cH:8][cH:9]1. Product: COc1cc(N)ccc1-c1cnco1. Reactants: CCO, COc1cc([N+](=O)[O-])ccc1-c1cnco1.